Dataset: the Open Reaction Database (ORD), a public repository of structured organic reaction records. Task: describe an organic reaction: reactants, conditions, products, and yield Starting materials: O=C(Cl)C(Br)CCBr, CN, ClCCl, O. Yields the product CNC(=O)C(Br)CCBr. As a reaction SMILES: [Br:1][CH:2]([C:3](=[O:4])[Cl:5])[CH2:6][CH2:7][Br:8].[CH3:9][NH2:10].[Cl:11][CH2:12][Cl:13].[OH2:14]>>[Br:1][CH:2]([C:3](=[O:4])[NH:10][CH3:9])[CH2:6][CH2:7][Br:8].